Dataset: the Open Reaction Database (ORD), a public repository of structured organic reaction records. Task: describe an organic reaction: reactants, conditions, products, and yield The reactants are [H-].[Na+] (sodium hydride), ice water, CC1=NC2=C(C=C(C=C2C(=C1C)O)C(C)(C)C)F (2,3-dimethyl-6-t-butyl-8-fluoro-4-hydroxyquinoline), C(CCCC)(=O)Cl (valeryl chloride). Solvent: O1CCCC1 (tetrahydrofuran). Conditions: time 30 minute. Yields the product CC1=NC2=C(C=C(C=C2C(=C1C)C(CCCC)=O)C(C)(C)C)F (2,3-dimethyl-6-t-butyl-8-fluoro-4-valerylquinoline). As a reaction SMILES: [H-].[Na+].[CH3:3][C:4]1[C:13]([CH3:14])=[C:12](O)[C:11]2[C:6](=[C:7]([F:20])[CH:8]=[C:9]([C:16]([CH3:19])([CH3:18])[CH3:17])[CH:10]=2)[N:5]=1.[C:21](Cl)(=[O:26])[CH2:22][CH2:23][CH2:24][CH3:25]>O1CCCC1>[CH3:3][C:4]1[C:13]([CH3:14])=[C:12]([C:21](=[O:26])[CH2:22][CH2:23][CH2:24][CH3:25])[C:11]2[C:6](=[C:7]([F:20])[CH:8]=[C:9]([C:16]([CH3:19])([CH3:18])[CH3:17])[CH:10]=2)[N:5]=1 |f:0.1|. Reported procedure: In tetrahydrofuran (3 ml) was suspended 60% sodium hydride (20 mg). The compound 1 (124 mg) was added to the suspension under ice cooling, and the mixture was stirred for 30 min. Further, valeryl chloride (200 μl) was added thereto, and the mixture was stirred for 3 hr. The reaction solution thus obtained was poured into ice water, and the mixture was extracted with ethyl acetate. The ethyl acetate layer was washed with a saturated aqueous sodium hydrogencarbonate solution and saturated brine an... Reactants: NC1=C(C(=O)N(CC)CC)C=C(C=C1)C=1C=NN(C1)CCCO (2-amino-N,N-diethyl-5-[1-(3-hydroxypropyl)-1H-pyrazol-4-yl]benzamide), foam, NC=1C(=NC(=CC1)Br)C(=O)NC (3-amino-6-bromo-N-methylpyridine-2-carboxamide), NC=1C(=NC(=CC1)Br)C(=O)NC (3-amino-6-bromo-N-methylpyridine-2-carboxamide). The product is NC=1C(=NC(=CC1)C=1C=NN(C1)CCCO)C(=O)NC (3-amino-6-[1-(3-hydroxypropyl)-1H-pyrazol-4-yl]-N-methylpyridine-2-carboxamide). RXN SMILES: [NH2:1][C:2]1[CH:14]=[CH:13][C:12]([C:15]2[CH:16]=[N:17][N:18]([CH2:20][CH2:21][CH2:22][OH:23])[CH:19]=2)=C[C:3]=1[C:4]([N:6]([CH2:9]C)CC)=[O:5].[NH2:24]C1C(C(NC)=O)=NC(Br)=CC=1>>[NH2:1][C:2]1[C:3]([C:4]([NH:6][CH3:9])=[O:5])=[N:24][C:12]([C:15]2[CH:16]=[N:17][N:18]([CH2:20][CH2:21][CH2:22][OH:23])[CH:19]=2)=[CH:13][CH:14]=1. Procedure: Prepared analogously to Compound 3C replacing Compound 3D 3-amino-6-bromo-N-methylpyridine-2-carboxamide (Compound 6D 700 mg, 3 mmol) to isolate 386 mg of the title compound as a hygroscopic foam (46%). 1H NMR (400 MHz, CDCl3) δ 8.11 (br. s., 1H), 7.88 (s, 1H), 7.82 (s, 1H), 7.36 (d, J=8.3 Hz, 1H), 7.03 (d, J=8.3 Hz, 1H), 5.95 (br. s., 2H), 4.34 (t, J=6.4 Hz, 2H), 3.68 (q, J=5.8 Hz, 2H), 3.02 (d, J=5.01 Hz, 3H), 2.58 (t, J=5.7 Hz, 1H), 2.11 (td, J=6, 12.3 Hz, 2H).